From a dataset of the Open Reaction Database (ORD), a public repository of structured organic reaction records. describe an organic reaction: reactants, conditions, products, and yield Reactants: ClC(=CC#N)C(C)(C)C (3-chloro-3-tert-butylprop-2-enenitrile), [Se-2].[Na+].[Na+] (sodium selenide), BrC[N+](=O)[O-] (bromonitromethane). Product: NC1=C([Se]C(=C1)C(C)(C)C)[N+](=O)[O-] (3-amino-5-tert-butyl-2-nitroselenophene). Reaction SMILES: Cl[C:2]([C:6]([CH3:9])([CH3:8])[CH3:7])=[CH:3][C:4]#[N:5].[Se-2:10].[Na+].[Na+].Br[CH2:14][N+:15]([O-:17])=[O:16]>>[NH2:5][C:4]1[CH:3]=[C:2]([C:6]([CH3:9])([CH3:8])[CH3:7])[Se:10][C:14]=1[N+:15]([O-:17])=[O:16] |f:1.2.3|. Procedure details: The 3-chloro-3-tert-butylprop-2-enenitrile is reacted with sodium selenide, bromonitromethane in the presence of a base to provide 3-amino-5-tert-butyl-2-nitroselenophene. Starting materials: C(C1=CC=CC=C1)(=O)O (benzoic acid), ClC(=O)OCC(C)C (isobutyl chloroformate), NC1=NC(=NC=2N1OC(N2)=O)N(CC=C)CC=C (7-amino-5-diallylamino-2H-[1,2,4]oxadiazolo[2,3-a]-s-triazin-2-one). The reagents and catalysts are CN(C1=CC=NC=C1)C (4-dimethylaminopyridine). The solvent is C(C)N(CC)CC (triethylamine), C(C)N(CC)CC (triethylamine), C(Cl)Cl (methylene chloride), C(Cl)Cl (methylene chloride), C(Cl)Cl (methylene chloride). Product: C(C=C)N(C1=NC=2N(C(=N1)NC(C1=CC=CC=C1)=O)OC(N2)=O)CC=C (N-{5-diallylamino-2-oxo-2H-[1,2,4]oxadiazolo[2,3-a]-s-triazin-7-yl}benzamide). RXN SMILES: [C:1]([OH:9])(=O)[C:2]1[CH:7]=[CH:6][CH:5]=[CH:4][CH:3]=1.ClC(OCC(C)C)=O.[NH2:18][C:19]1[N:24]2[O:25][C:26](=[O:28])[N:27]=[C:23]2[N:22]=[C:21]([N:29]([CH2:33][CH:34]=[CH2:35])[CH2:30][CH:31]=[CH2:32])[N:20]=1>CN(C)C1C=CN=CC=1.C(N(CC)CC)C.C(Cl)Cl>[CH2:33]([N:29]([CH2:30][CH:31]=[CH2:32])[C:21]1[N:20]=[C:19]([NH:18][C:1](=[O:9])[C:2]2[CH:3]=[CH:4][CH:5]=[CH:6][CH:7]=2)[N:24]2[O:25][C:26](=[O:28])[N:27]=[C:23]2[N:22]=1)[CH:34]=[CH2:35]. Reported procedure: 3.3 g. of benzoic acid are dissolved in 70 ml. of methylene chloride and 2.7 g. of triethylamine. The solution is stirred and treted at 0° C. with 3.5 g. of isobutyl chloroformate in 25 ml. of methylene chloride. The mixture is then stirred at 0° C. for 30 minutes and subsequently at room temperature for 1 hour. The solution is treated with a suspension of 5 g. of 7-amino-5-diallylamino-2H-[1,2,4]oxadiazolo[2,3-a]-s-triazin-2-one in 200 ml. of methylene chloride, 12.5 ml. of triethylamine and 0.... Reactants: C(CCCCC)C1C(OC1=O)CC(CCC=CCCCCCCC)OC(C(CC(C)C)NC=O)=O (2-Formylamino-4-methyl-pentanoic Acid 1-(3-hexyl-4-oxo-oxetan-2-ylmethyl)-dodec-4-enyl Ester). Reagents/catalysts: [Pd] (palladium on carbon). Run in C1CCOC1 (THF). The product is C(CCCCC)[C@@H]1C(O[C@H]1C[C@@H](CCCCCCCCCCC)O)=O ((2R,3S,4S)-3-Hexyl-4-(2-hydroxy-tridecyl)-oxetan-2-one). Yield: 104.0%. RXN SMILES: [CH2:1]([CH:7]1[C:10](=[O:11])[O:9][CH:8]1[CH2:12][CH:13]([O:25]C(=O)C(NC=O)CC(C)C)[CH2:14][CH2:15][CH:16]=[CH:17][CH2:18][CH2:19][CH2:20][CH2:21][CH2:22][CH2:23][CH3:24])[CH2:2][CH2:3][CH2:4][CH2:5][CH3:6]>[Pd].C1COCC1>[CH2:1]([C@H:7]1[C@H:8]([CH2:12][C@H:13]([OH:25])[CH2:14][CH2:15][CH2:16][CH2:17][CH2:18][CH2:19][CH2:20][CH2:21][CH2:22][CH2:23][CH3:24])[O:9][C:10]1=[O:11])[CH2:2][CH2:3][CH2:4][CH2:5][CH3:6]. Procedure: Prepared according to representative procedure described in Example 63, above. E/Z-mixture of β-lactone 20a (5.8 mg, 0.016 mmol) and 5 wt % palladium on carbon (5 mg) in 2 mL of THF was stirred at ambient temperature for 12 h under H2 atmosphere. Filtration gave the desired β-lactone 13d (5.9 mg, 99%) as a white solid.